Dataset: the Open Reaction Database (ORD), a public repository of structured organic reaction records. Task: describe an organic reaction: reactants, conditions, products, and yield Solvent: O (water). Starting materials: ClC1=NC2=CC(=CC(=C2C(=C1C)Cl)F)F (2,4-dichloro-5,7-difluoro-3-methylquinoline), C1=C(C=CC2=CC=CC=C12)B(O)O (2-naphthylboronic acid), C([O-])([O-])=O.[Na+].[Na+] (sodium carbonate), C1(=CC=CC=C1)C (toluene). Yields the product ClC1=C(C(=NC2=CC(=CC(=C12)F)F)C1=CC=CC2=CC=CC=C12)C (4-chloro-5,7-difluoro-3-methyl-2-(naphthalen-1-yl)quinoline). Procedure: A microwave vessel was charged with 2,4-dichloro-5,7-difluoro-3-methylquinoline (250 mg, 1.008 mmol), 2-naphthylboronic acid (225 mg, 1.310 mmol), tetrakis(triphenylphosphine)palladium(0) (87 mg, 0.076 mmol), sodium carbonate (534 mg, 5.04 mmol), toluene (8.06 mL), and water (2.02 mL). The mixture was heated at 100° C. for 2 h, then cooled to rt and partitioned between EtOAc and water. The organic layer was washed with brine, dried (MgSO4), and concentrated. The resulting crude material was puri... Reaction SMILES: Cl[C:2]1[C:11]([CH3:12])=[C:10]([Cl:13])[C:9]2[C:4](=[CH:5][C:6]([F:15])=[CH:7][C:8]=2[F:14])[N:3]=1.[CH:16]1[C:25]2[C:20](=[CH:21][CH:22]=[CH:23][CH:24]=2)[CH:19]=[CH:18][C:17]=1B(O)O.C(=O)([O-])[O-].[Na+].[Na+].C1(C)C=CC=CC=1>C1C=CC([P]([Pd]([P](C2C=CC=CC=2)(C2C=CC=CC=2)C2C=CC=CC=2)([P](C2C=CC=CC=2)(C2C=CC=CC=2)C2C=CC=CC=2)[P](C2C=CC=CC=2)(C2C=CC=CC=2)C2C=CC=CC=2)(C2C=CC=CC=2)C2C=CC=CC=2)=CC=1.O>[Cl:13][C:10]1[C:9]2[C:4](=[CH:5][C:6]([F:15])=[CH:7][C:8]=2[F:14])[N:3]=[C:2]([C:24]2[C:25]3[C:20](=[CH:19][CH:18]=[CH:17][CH:16]=3)[CH:21]=[CH:22][CH:23]=2)[C:11]=1[CH3:12] |f:2.3.4,^1:45,47,66,85|. Conditions: temperature 100 celsius. The reagents and catalysts are C=1C=CC(=CC1)[P](C=2C=CC=CC2)(C=3C=CC=CC3)[Pd]([P](C=4C=CC=CC4)(C=5C=CC=CC5)C=6C=CC=CC6)([P](C=7C=CC=CC7)(C=8C=CC=CC8)C=9C=CC=CC9)[P](C=1C=CC=CC1)(C=1C=CC=CC1)C=1C=CC=CC1 (tetrakis(triphenylphosphine)palladium(0)). The reactants are C[C@@H](CCC)OC=1NC(=C2N=C(N=C2N1)OC)N (2-{[(1S)-1-methylbutyl]oxy}-8-(methyloxy)-1H-purin-6-amine), C([O-])([O-])=O.[K+].[K+] (potassium carbonate), BrCCCCCl (1-bromo-4-chlorobutane). Run in CN(C)C=O (DMF). Reaction conditions: temperature 50 celsius, time 8 hour. Product: ClCCCCN1C2=NC(=NC(=C2N=C1OC)N)O[C@H](CCC)C (9-(4-Chlorobutyl)-2-{[(1S)-1-methylbutyl]oxy}-8-(methyloxy)-9H-purin-6-amine). Yield: 71.2%. RXN SMILES: [CH3:1][C@H:2]([O:6][C:7]1[NH:8][C:9]([NH2:18])=[C:10]2[C:14]([N:15]=1)=[N:13][C:12]([O:16][CH3:17])=[N:11]2)[CH2:3][CH2:4][CH3:5].C(=O)([O-])[O-].[K+].[K+].Br[CH2:26][CH2:27][CH2:28][CH2:29][Cl:30]>CN(C=O)C>[Cl:30][CH2:29][CH2:28][CH2:27][CH2:26][N:13]1[C:12]([O:16][CH3:17])=[N:11][C:10]2[C:14]1=[N:15][C:7]([O:6][C@@H:2]([CH3:1])[CH2:3][CH2:4][CH3:5])=[N:8][C:9]=2[NH2:18] |f:1.2.3|. Reported procedure: 2-{[(1S)-1-methylbutyl]oxy}-8-(methyloxy)-1H-purin-6-amine (1 g, 2.74 mmol) and potassium carbonate (0.946 g, 6.84 mmol) in DMF (12.5 ml) were stirred under nitrogen and heated to 50° C. for 1 hour. The mixture was then allowed to cool to ambient temperature and 1-bromo-4-chlorobutane (0.315 ml, 2.74 mmol) was added and stirring was continued under nitrogen at ambient temperature overnight. The mixture was then partitioned between ethyl acetate and water. The aqueous layer was washed with ethyl ... The reactants are mixture, C(C=CC1=CC=CC=C1)#N (cinnamonitrile), S(=O)(=O)(C1=CC=C(C)C=C1)C[N+]#[C-] (tosylmethyl isocyanide), [Cl-].[Na+] (sodium chloride), CC(C)([O-])C.[K+] (potassium tert-butoxide). The solvent is C(Cl)(Cl)Cl (chloroform), O1CCCC1 (tetrahydrofuran), O1CCCC1 (tetrahydrofuran). Run at temperature 25 celsius, time 30 minute. The product is C1(=CC=CC=C1)C=1C(=CNC1)C#N (4-phenyl-1H-pyrrole-3-carbonitrile). Yield: 68.1%. Reaction SMILES: [CH3:1]C(C)([O-])C.[K+].[C:7](#[N:16])[CH:8]=[CH:9][C:10]1[CH:15]=[CH:14][CH:13]=[CH:12][CH:11]=1.S([CH2:27][N+:28]#[C-])(C1C=CC(C)=CC=1)(=O)=O.[Cl-].[Na+]>O1CCCC1.C(Cl)(Cl)Cl>[C:10]1([C:9]2[C:8]([C:27]#[N:28])=[CH:7][NH:16][CH:1]=2)[CH:15]=[CH:14][CH:13]=[CH:12][CH:11]=1 |f:0.1,4.5|. Reported procedure: To a suspension of 53.7 g (464 mmol) of potassium tert-butoxide in 500 ml of anhydrous tetrahydrofuran is added dropwise a mixture of 48.5 g (330 mmol) of the mixture of 50.0 g (387 mmol) of cinnamonitrile (CAS 1885-38-7) and 75.6 g (387 mmol) of tosylmethyl isocyanide (CAS 36635-61-7) dissolved in 500 ml of tetrahydrofuran, while maintaining the temperature of the reaction medium at about 25° C. The mixture is then stirred for 1 hour 30 minutes at room temperature and is then poured into satura... Reactants: CN(C)C(=O)Cl, CN(C)C(=O)Sc1nc(-c2ccccc2)c[nH]1, c1ccncc1. Product: CN(C)C(=O)Sc1nc(-c2ccccc2)cn1C(=O)N(C)C. As a reaction SMILES: [CH3:18][N:19]([C:20](=[O:21])[Cl:22])[CH3:23].[CH3:1][N:2]([C:3](=[O:4])[S:5][c:6]1[nH:7][cH:8][c:9](-[c:11]2[cH:12][cH:13][cH:14][cH:15][cH:16]2)[n:10]1)[CH3:17].[cH:24]1[cH:25][cH:26][n:27][cH:28][cH:29]1>>[CH3:1][N:2]([C:3](=[O:4])[S:5][c:6]1[n:7]([C:20]([N:19]([CH3:18])[CH3:23])=[O:21])[cH:8][c:9](-[c:11]2[cH:12][cH:13][cH:14][cH:15][cH:16]2)[n:10]1)[CH3:17]. Starting materials: CCOC(C)=O, CNc1cc(Cl)ccc1[N+](=O)[O-]. Product: CNc1cc(Cl)ccc1N. As a reaction SMILES: [CH3:13][CH2:14][O:15][C:16](=[O:17])[CH3:18].[Cl:1][c:2]1[cH:3][cH:4][c:5]([N+:10]([O-:11])=[O:12])[c:6]([NH:8][CH3:9])[cH:7]1>>[Cl:1][c:2]1[cH:3][cH:4][c:5]([NH2:10])[c:6]([NH:8][CH3:9])[cH:7]1. The reactants are Fc1ccccc1CBr, CC(C)(C)OC(=O)N1CCNCC1. The product is CC(C)(C)OC(=O)N1CCN(Cc2ccccc2F)CC1. Reaction SMILES: [Br:1][CH2:2][c:3]1[c:4]([F:9])[cH:5][cH:6][cH:7][cH:8]1.[N:10]1([C:16](=[O:17])[O:18][C:19]([CH3:20])([CH3:21])[CH3:22])[CH2:11][CH2:12][NH:13][CH2:14][CH2:15]1>>[CH2:2]([c:3]1[c:4]([F:9])[cH:5][cH:6][cH:7][cH:8]1)[N:13]1[CH2:12][CH2:11][N:10]([C:16](=[O:17])[O:18][C:19]([CH3:20])([CH3:21])[CH3:22])[CH2:15][CH2:14]1. The reactants are C(CC(C)C)NCCC(C)C (di-iso-amylamine), CCN(C(C)C)C(C)C (DIEA), CC(C(=O)C=1OC2=C(C1CC(=O)O)C=C(C=C2)OC)(C)C ([2-(2,2-dimethylpropanoyl)-5-methoxy-1-benzofuran-3-yl]acetic acid), C=1C=CC2=C(C1)N=NN2O (HOBt). Solvent: CN(C)C=O (DMF), C(CCl)Cl (EDC). Conditions: temperature 40 celsius. Yields the product CC(C(=O)C=1OC2=C(C1CC(=O)N(CCC(C)C)CCC(C)C)C=C(C=C2)OC)(C)C (2-[2-(2,2-Dimethylpropanoyl)-5-methoxy-1-benzofuran-3-yl]-N,N-bis(3-methylbutyl)acetamide). RXN SMILES: [CH3:1][C:2]([CH3:21])([CH3:20])[C:3]([C:5]1[O:6][C:7]2[CH:17]=[CH:16][C:15]([O:18][CH3:19])=[CH:14][C:8]=2[C:9]=1[CH2:10][C:11](O)=[O:12])=[O:4].C1C=CC2N(O)N=NC=2C=1.[CH2:32]([NH:37][CH2:38][CH2:39][CH:40]([CH3:42])[CH3:41])[CH2:33][CH:34]([CH3:36])[CH3:35].CCN(C(C)C)C(C)C>CN(C=O)C.C(Cl)CCl>[CH3:20][C:2]([CH3:21])([CH3:1])[C:3]([C:5]1[O:6][C:7]2[CH:17]=[CH:16][C:15]([O:18][CH3:19])=[CH:14][C:8]=2[C:9]=1[CH2:10][C:11]([N:37]([CH2:38][CH2:39][CH:40]([CH3:42])[CH3:41])[CH2:32][CH2:33][CH:34]([CH3:35])[CH3:36])=[O:12])=[O:4]. Reported procedure: Dissolve a mixture of 17 mg [2-(2,2-dimethylpropanoyl)-5-methoxy-1-benzofuran-3-yl]acetic acid from the Step B Example 1 and 18.5 mg HOBt in 1 mL dry DMF. Add 18.0 μL di-iso-amylamine followed by 23.0 mg EDC and 35 μL DIEA. This solution was heated at 40° C. for 2 hours. It was purified directly on RP-HPLC using 70-100% MeCN gradient. The fractions containing pure product were pooled and lyophilized to give the title compound. LC-MS: 4.67 min. (m/Z=430.4, 346.2, 452.2). Starting materials: BrCC(=O)C1=CC=CC=C1 (2-bromoacetophenone), C(C1=CC=CC=C1)OC(=O)N1C(CCCC1)CC(=O)O (2-carboxymethyl-piperidine-1-carboxylic acid benzyl ester). Product: C(C1=CC=CC=C1)OC(=O)N1C(CCCC1)CC(=O)OCC(C1=CC=CC=C1)=O ((RS)-2-(2-Oxo-2-phenyl-ethoxycarbonylmethyl)piperidine-1-carboxylic acid benzyl ester). Reaction SMILES: Br[CH2:2][C:3]([C:5]1[CH:10]=[CH:9][CH:8]=[CH:7][CH:6]=1)=[O:4].[CH2:11]([O:18][C:19]([N:21]1[CH2:26][CH2:25][CH2:24][CH2:23][CH:22]1[CH2:27][C:28]([OH:30])=[O:29])=[O:20])[C:12]1[CH:17]=[CH:16][CH:15]=[CH:14][CH:13]=1>>[CH2:11]([O:18][C:19]([N:21]1[CH2:26][CH2:25][CH2:24][CH2:23][CH:22]1[CH2:27][C:28]([O:30][CH2:2][C:3](=[O:4])[C:5]1[CH:10]=[CH:9][CH:8]=[CH:7][CH:6]=1)=[O:29])=[O:20])[C:12]1[CH:13]=[CH:14][CH:15]=[CH:16][CH:17]=1. Procedure: The title compound (4.0 g) was prepared from 2-bromoacetophenone (2.20 g) and 2-carboxymethyl-piperidine-1-carboxylic acid benzyl ester according to the method of description 36